Dataset: the Open Reaction Database (ORD), a public repository of structured organic reaction records. Task: describe an organic reaction: reactants, conditions, products, and yield Starting materials: CC(=O)N1CCC(c2c3ccc(F)cc3nn2Cc2ccccc2)CC1, Cl. Yields the product Cl, Fc1ccc2c(C3CCNCC3)n(Cc3ccccc3)nc2c1. RXN SMILES: [C:1](=[O:2])([CH3:3])[N:4]1[CH2:5][CH2:6][CH:7]([c:10]2[n:11]([CH2:20][c:21]3[cH:22][cH:23][cH:24][cH:25][cH:26]3)[n:12][c:13]3[cH:14][c:15]([F:19])[cH:16][cH:17][c:18]23)[CH2:8][CH2:9]1.[ClH:27]>>[ClH:27].[NH:4]1[CH2:5][CH2:6][CH:7]([c:10]2[n:11]([CH2:20][c:21]3[cH:22][cH:23][cH:24][cH:25][cH:26]3)[n:12][c:13]3[cH:14][c:15]([F:19])[cH:16][cH:17][c:18]23)[CH2:8][CH2:9]1. Reactants: C(C)(=O)C=1C=NC2=CC=C(C=C2C1NC=1C=CC(=NC1)N1CC(CCC1)N(C(OC(C)(C)C)=O)C)Br (tert-butyl (1-(5-((3-acetyl-6-bromoquinolin-4-yl)amino)pyridin-2-yl)piperidin-3-yl)(methyl)carbamate), ClC1=C(C(=CC(=C1)B1OC(C(O1)(C)C)(C)C)Cl)O (2,6-dichloro-4-(4,4,5,5-tetramethyl-1,3,2-dioxaborolan-2-yl)phenol), Cl (HCl), Cl (HCl), C(=O)([O-])[O-].[Cs+].[Cs+] (Cs2CO3). The reagents and catalysts are C1=CC=C(C=C1)P([C-]2C=CC=C2)C3=CC=CC=C3.C1=CC=C(C=C1)P([C-]2C=CC=C2)C3=CC=CC=C3.Cl[Pd]Cl.[Fe+2] (Pd(dppf)Cl2). The solvent is O1CCOCC1 (dioxane), C1CCOC1 (THF), O (water). Reaction conditions: temperature 80 celsius. Product: Cl.Cl.Cl.ClC=1C=C(C=C(C1O)Cl)C=1C=C2C(=C(C=NC2=CC1)C(C)=O)NC=1C=NC(=CC1)N1CC(CCC1)NC (1-(6-(3,5-dichloro-4-hydroxyphenyl)-4-((6-(3-(methylamino)piperidin-1-yl)pyridin-3-yl)amino)quinolin-3-yl)ethanone trihydrochloride). The yield is 91.9%. RXN SMILES: [C:1]([C:4]1[CH:5]=[N:6][C:7]2[C:12]([C:13]=1[NH:14][C:15]1[CH:16]=[CH:17][C:18]([N:21]3[CH2:26][CH2:25][CH2:24][CH:23]([N:27]([CH3:35])C(=O)OC(C)(C)C)[CH2:22]3)=[N:19][CH:20]=1)=[CH:11][C:10](Br)=[CH:9][CH:8]=2)(=[O:3])[CH3:2].[Cl:37][C:38]1[CH:43]=[C:42](B2OC(C)(C)C(C)(C)O2)[CH:41]=[C:40]([Cl:53])[C:39]=1[OH:54].C([O-])([O-])=O.[Cs+].[Cs+].[ClH:61]>O1CCOCC1.C1COCC1.C1C=CC(P(C2C=CC=CC=2)[C-]2C=CC=C2)=CC=1.C1C=CC(P(C2C=CC=CC=2)[C-]2C=CC=C2)=CC=1.Cl[Pd]Cl.[Fe+2].O>[ClH:37].[ClH:61].[ClH:37].[Cl:37][C:38]1[CH:43]=[C:42]([C:10]2[CH:11]=[C:12]3[C:7](=[CH:8][CH:9]=2)[N:6]=[CH:5][C:4]([C:1](=[O:3])[CH3:2])=[C:13]3[NH:14][C:15]2[CH:20]=[N:19][C:18]([N:21]3[CH2:26][CH2:25][CH2:24][CH:23]([NH:27][CH3:35])[CH2:22]3)=[CH:17][CH:16]=2)[CH:41]=[C:40]([Cl:53])[C:39]=1[OH:54] |f:2.3.4,8.9.10.11,13.14.15.16|. Procedure details: To a suspension of tert-butyl (1-(5-((3-acetyl-6-bromoquinolin-4-yl)amino)pyridin-2-yl)piperidin-3-yl)(methyl)carbamate (80 mg, 0.144 mmol), 2,6-dichloro-4-(4,4,5,5-tetramethyl-1,3,2-dioxaborolan-2-yl)phenol (80 mg, 0.28 mmol) and Pd(dppf)Cl2 (11 mg, 0.015 mmol) in dioxane (4 mL) was added Cs2CO3 (1.0 M in H2O, 0.4 mL, 0.4 mmol). N2 gas was bubbled through the reaction mixture and the mixture was then heated at 80° C. for 2 h. The solution was allowed to cool to room temperature, diluted with a ...